From a dataset of the Open Reaction Database (ORD), a public repository of structured organic reaction records. describe an organic reaction: reactants, conditions, products, and yield Starting materials: [N+](=O)([O-])C1=C(C(=O)Cl)C=CC=C1 (2-nitrobenzoyl chloride), C(C)(C)(C)NC(C1=C(C=CC=C1)[N+](=O)[O-])=O (N-tert-butyl-2-nitrobenzamide). Product: C(C)(C)(C)NC(C1=C(C=CC=C1)NC(C)=O)=O (N-tert-butyl-2-acetamidobenzamide). Reaction SMILES: [N+](C1C=CC=C[C:5]=1[C:6](Cl)=[O:7])([O-])=O.[C:13]([NH:17][C:18](=[O:28])[C:19]1[CH:24]=[CH:23][CH:22]=[CH:21][C:20]=1[N+:25]([O-])=O)([CH3:16])([CH3:15])[CH3:14]>>[C:13]([NH:17][C:18](=[O:28])[C:19]1[CH:24]=[CH:23][CH:22]=[CH:21][C:20]=1[NH:25][C:6](=[O:7])[CH3:5])([CH3:16])([CH3:15])[CH3:14]. Procedure: The method of Example 3 is repeated using 2-nitrobenzoyl chloride in the amidation step. This yields N-tert-butyl-2-nitrobenzamide (CPI1035).